Task: describe an organic reaction: reactants, conditions, products, and yield. Dataset: the Open Reaction Database (ORD), a public repository of structured organic reaction records The reactants are C(CO)O (ethylene glycol), C(Cl)C1CO1 (Epichlorohydrin), C(CO)O (ethylene glycol), B(F)(F)F.C(CO)O (BF3 ethylene glycol), C(Cl)C1CO1 (epichlorohydrin). Solvent: O (water), O (water). Reaction conditions: temperature 20 celsius. The product is C(Cl)C1CO1 (Epichlorohydrin), C(/C=C\O)Cl (polyepichlorohydrin). RXN SMILES: C(O)CO.[CH2:5]([CH:7]1[O:9][CH2:8]1)[Cl:6].B(F)(F)F.C(O)CO>O>[CH2:5]([CH:7]1[O:9][CH2:8]1)[Cl:6].[CH2:5]([Cl:6])/[CH:7]=[CH:8]\[OH:9] |f:2.3|. Procedure details: Epichlorohydrin (ECH) was polymerized in bulk in the presence of ethylene glycol as an initiator and a BF3 /ethylene glycol complex as a catalyst. The reaction was conducted in a 2-liter, three-necked flask fitted with a mechanical stirrer, funnel, condenser and thermometer. The reaction was conducted while maintaining the flask in a water bath at 20° C. Epichlorohydrin was slowly added to ethylene glycol containing a complex of BF3 /ethylene glycol at rate of 15 to 40 grams per hour. Following ... Starting materials: O=C1C2=C(CCCC2)C(=O)N1c1ccc(Br)c(O)c1, O=C([O-])[O-], CC(C)=O, CC(=O)C(C)Cl, [I-], [K+], [K+], [K+]. Product: CC(=O)C(C)Oc1cc(N2C(=O)C3=C(CCCC3)C2=O)ccc1Br. As a reaction SMILES: [Br:1][c:2]1[c:3]([OH:19])[cH:4][c:5]([N:8]2[C:9](=[O:18])[C:10]3=[C:11]([C:12]2=[O:13])[CH2:14][CH2:15][CH2:16][CH2:17]3)[cH:6][cH:7]1.[C:26](=[O:27])([O-:28])[O-:29].[CH3:34][C:35](=[O:36])[CH3:37].[Cl:20][CH:21]([C:22]([CH3:23])=[O:24])[CH3:25].[I-:33].[K+:30].[K+:31].[K+:32]>>[Br:1][c:2]1[c:3]([O:19][CH:21]([C:22]([CH3:23])=[O:24])[CH3:25])[cH:4][c:5]([N:8]2[C:9](=[O:18])[C:10]3=[C:11]([C:12]2=[O:13])[CH2:14][CH2:15][CH2:16][CH2:17]3)[cH:6][cH:7]1. Reactants: BrB(Br)Br, COc1ccc(S(=O)(=O)N2c3ccc(Br)cc3-c3ccccc3C2c2ccccc2)cc1Br, C1=CCCCC1, ClCCl. The product is O=S(=O)(c1ccc(O)c(Br)c1)N1c2ccc(Br)cc2-c2ccccc2C1c1ccccc1. RXN SMILES: [B:40]([Br:41])([Br:42])[Br:43].[Br:1][c:2]1[cH:3][c:4]2[c:13]([cH:14][cH:15]1)[N:12]([S:16](=[O:17])(=[O:18])[c:19]1[cH:20][c:21]([Br:27])[c:22]([O:25][CH3:26])[cH:23][cH:24]1)[CH:11]([c:28]1[cH:29][cH:30][cH:31][cH:32][cH:33]1)[c:10]1[c:5]-2[cH:6][cH:7][cH:8][cH:9]1.[CH2:34]1[CH2:35][CH:36]=[CH:37][CH2:38][CH2:39]1.[Cl:44][CH2:45][Cl:46]>>[Br:1][c:2]1[cH:3][c:4]2[c:13]([cH:14][cH:15]1)[N:12]([S:16](=[O:17])(=[O:18])[c:19]1[cH:20][c:21]([Br:27])[c:22]([OH:25])[cH:23][cH:24]1)[CH:11]([c:28]1[cH:29][cH:30][cH:31][cH:32][cH:33]1)[c:10]1[c:5]-2[cH:6][cH:7][cH:8][cH:9]1. Starting materials: CNC(=O)NC1=NC(=NS1)C(Cl)(Cl)Cl (1-methyl-3-(3-trichloromethyl-1,2,4-thiadiazol-5-yl)urea), C(C1=CC=CC=C1)(=O)N=C=O (benzoyl isocyanate), NC(=O)N (urea). Run in C1=CC=CC=C1 (benzene). Run at temperature 145 celsius. The product is C(C1=CC=CC=C1)(=O)NC(=O)N(C(=O)NC1=NC(=NS1)C(Cl)(Cl)Cl)C (1-Benzoyl-3-methyl-5-(3-trichloromethyl-1,2,4-thiadiazol-5-yl)biuret). Isolated yield 35.5%. RXN SMILES: [CH3:1][NH:2][C:3]([NH:5][C:6]1[S:10][N:9]=[C:8]([C:11]([Cl:14])([Cl:13])[Cl:12])[N:7]=1)=[O:4].[C:15]([N:23]=[C:24]=[O:25])(=[O:22])[C:16]1[CH:21]=[CH:20][CH:19]=[CH:18][CH:17]=1.NC(N)=O>C1C=CC=CC=1>[C:15]([NH:23][C:24]([N:2]([CH3:1])[C:3]([NH:5][C:6]1[S:10][N:9]=[C:8]([C:11]([Cl:12])([Cl:14])[Cl:13])[N:7]=1)=[O:4])=[O:25])(=[O:22])[C:16]1[CH:21]=[CH:20][CH:19]=[CH:18][CH:17]=1. Reported procedure: A glass pressure vessel was charged with 5.5 grams (0.02 mole) 1-methyl-3-(3-trichloromethyl-1,2,4-thiadiazol-5-yl)urea, 3.2 grams (0.02 mole) benzoyl isocyanate and 50 milliliters benzene. A magnetic stirring bar was added and the vessel sealed. The stirred reaction mixture was heated at 145° C. for 1.5 hours and then allowed to cool to room temperature where 4.5 grams of starting urea precipitates. The urea was removed by filtration and the filtrate concentrated in vacuo to leave 3.0 grams of ... Reactants: NCC[C@@H](C)N1CCC(CC1)N(CC=1C=NC=CC1C)C1=CC=C(C=C1)OC ((R)-[1-(3-Amino-1-methyl-propyl)-piperidin-4-yl]-(4-methoxy-phenyl)-(4-methyl-pyridin-3-ylmethyl)-amine), BrC1=C(C(=O)O)C(=CC=N1)C (2-bromo-4-methyl-nicotinic acid), CCN(C(C)C)C(C)C (DIPEA), CCN=C=NCCCN(C)C (EDCI), C=1C=CC2=C(C1)N=NN2O (HOBT). Solvent: CN(C)C=O (DMF). Reaction conditions: temperature 25 celsius, time 16 hour. Product: BrC1=C(C(=O)NCC[C@@H](C)N2CCC(CC2)N(CC=2C=NC=CC2C)C2=CC=C(C=C2)OC)C(=CC=N1)C (2-bromo-N-((R)-3-{4-[(4-methoxy-phenyl)-(4-methyl-pyridin-3-ylmethyl)-amino]-piperidin-1-yl}-butyl)-4-methyl-nicotinamide). Isolated yield 38.3%. RXN SMILES: [NH2:1][CH2:2][CH2:3][C@H:4]([N:6]1[CH2:11][CH2:10][CH:9]([N:12]([C:21]2[CH:26]=[CH:25][C:24]([O:27][CH3:28])=[CH:23][CH:22]=2)[CH2:13][C:14]2[CH:15]=[N:16][CH:17]=[CH:18][C:19]=2[CH3:20])[CH2:8][CH2:7]1)[CH3:5].CCN=C=NCCCN(C)C.C1C=CC2N(O)N=NC=2C=1.[Br:50][C:51]1[N:59]=[CH:58][CH:57]=[C:56]([CH3:60])[C:52]=1[C:53](O)=[O:54].CCN(C(C)C)C(C)C>CN(C=O)C>[Br:50][C:51]1[N:59]=[CH:58][CH:57]=[C:56]([CH3:60])[C:52]=1[C:53]([NH:1][CH2:2][CH2:3][C@H:4]([N:6]1[CH2:7][CH2:8][CH:9]([N:12]([C:21]2[CH:26]=[CH:25][C:24]([O:27][CH3:28])=[CH:23][CH:22]=2)[CH2:13][C:14]2[CH:15]=[N:16][CH:17]=[CH:18][C:19]=2[CH3:20])[CH2:10][CH2:11]1)[CH3:5])=[O:54]. Procedure: (R)-[1-(3-Amino-1-methyl-propyl)-piperidin-4-yl]-(4-methoxy-phenyl)-(4-methyl-pyridin-3-ylmethyl)-amine (0.070 g, 0.18 mmol), EDCI (0.039 g, 0.20 mmol) and HOBT (0.027 g, 0.20 mmol) were combined in DMF (5 mL) to give a pale yellow solution. To this solution was added 2-bromo-4-methyl-nicotinic acid (0.043 g, 0.20 mmol) followed by DIPEA (38 μL, 0.22 mmol) and the resulting mixture was stirred at 25° C. for 16 h. Standard workup according to General Procedure C gave the crude product as a tan oi... Reactants: stainless steel, [H][H] (hydrogen), [Br-].C[N+]1(CCCC2=C(C=CC(=C12)O)N=NC1=CC=CC=C1)C (N,N-dimethyl-1,2,3,4-tetrahydro-5-phenylazo-8-hydroxyquinolinium bromide), CO (methanol). The reagents and catalysts are [Pd] (palladium on charcoal). Solvent: O (water). Product: [Br-].C[N+]1(CCCC2=C(C=CC(=C12)O)N)C (N,N-dimethyl-1,2,3,4-tetrahydro-5-amino-8-hydroxyquinolinium bromide). As a reaction SMILES: [Br-:1].[CH3:2][N+:3]1([CH3:22])[C:12]2[C:7](=[C:8]([N:14]=NC3C=CC=CC=3)[CH:9]=[CH:10][C:11]=2[OH:13])[CH2:6][CH2:5][CH2:4]1.CO.[H][H]>[Pd].O>[Br-:1].[CH3:2][N+:3]1([CH3:22])[C:12]2[C:7](=[C:8]([NH2:14])[CH:9]=[CH:10][C:11]=2[OH:13])[CH2:6][CH2:5][CH2:4]1 |f:0.1,6.7|. Procedure: Into a stainless steel autoclave, one introduces 36.2 g of N,N-dimethyl-1,2,3,4-tetrahydro-5-phenylazo-8-hydroxyquinolinium bromide (i.e. 0.1 mole), 200 ml of methanol and 3 g of 5% palladium on charcoal. The reduction is carried out at a pressure of 3-5 kg/cm2 of hydrogen and a temperature of 50°-60°C. After cooling, one adds a sufficient quantity of water to dissolve the entire mass, then one filters off the catalyst. One evaporates the filtrate to the dry state. The residue is extracted by me... The reactants are C(C)NC(=O)NC1=CC=C(C=C1)C=1N=C(C2=C(N1)CNCC2)N2CCOCC2 (1-ethyl-3-(4-(4-morpholino-5,6,7,8-tetrahydropyrido[3,4-d]pyrimidin-2-yl)phenyl)urea), CN(C=O)C (N,N-Dimethylformamide), C(C)(C)N(C(C)C)CC (N,N-Diisopropylethylamine), ClC(=O)OC(C)C (Isopropyl Chloroformate). The solvent is C1(=CC=CC=C1)C (Toluene). Conditions: time 8 hour. The product is C(C)NC(NC1=CC=C(C=C1)C=1N=C(C2=C(N1)CN(CC2)C(=O)OC(C)C)N2CCOCC2)=O (isopropyl 2-(4-(3-ethylureido)phenyl)-4-morpholino-5,6-dihydropyrido[3,4-d]pyrimidine-7(8H)-carboxylate). Reaction SMILES: [CH2:1]([NH:3][C:4]([NH:6][C:7]1[CH:12]=[CH:11][C:10]([C:13]2[N:14]=[C:15]([N:23]3[CH2:28][CH2:27][O:26][CH2:25][CH2:24]3)[C:16]3[CH2:22][CH2:21][NH:20][CH2:19][C:17]=3[N:18]=2)=[CH:9][CH:8]=1)=[O:5])[CH3:2].CN(C)C=O.C(N(CC)C(C)C)(C)C.Cl[C:44]([O:46][CH:47]([CH3:49])[CH3:48])=[O:45]>C1(C)C=CC=CC=1>[CH2:1]([NH:3][C:4](=[O:5])[NH:6][C:7]1[CH:8]=[CH:9][C:10]([C:13]2[N:14]=[C:15]([N:23]3[CH2:24][CH2:25][O:26][CH2:27][CH2:28]3)[C:16]3[CH2:22][CH2:21][N:20]([C:44]([O:46][CH:47]([CH3:49])[CH3:48])=[O:45])[CH2:19][C:17]=3[N:18]=2)=[CH:11][CH:12]=1)[CH3:2]. Reported procedure: 1-ethyl-3-(4-(4-morpholino-5,6,7,8-tetrahydropyrido[3,4-d]pyrimidin-2-yl)phenyl)urea (0.087 g, 0.23 mmol) in dry N,N-Dimethylformamide (1.00 mL, 12.9 mmol) at 0° C. was added N,N-Diisopropylethylamine (0.1190 mL, 0.6832 mmol) followed by 1.0 M of Isopropyl Chloroformate in Toluene (0.340 mL). The reaction mixture was allowed to warm slowly to room temperature and stirred overnight. The reaction mixture was concentrated and purified by HPLC. 1H NMR (400 MHz, DMSO) δ 8.66 (s, 1H), 8.18 (d, J=8.8, ... The reactants are COC1=CC2=C(CCCC3C2=NNC3C3=CC=NC=C3)C=C1 (9-methoxy-3-(4-pyridyl)-2,3,3a,4,5,6-hexahydrobenzo[6,7]cyclohepta[1,2-c] pyrazole), CN1N=C2C(C1C1=CC=NC=C1)CCC1=CC=CC=C12 (2-methyl-3-(4-pyridyl)-3,3a,4,5-tetrahydro-2H-naphtho[1,2-c] pyrazole). Product: COC1=CC2=C(CCCC=3C2=NNC3C3=CC=NC=C3)C=C1 (9-methoxy-3-(4-pyridyl)-2,4,5,6-tetrahydrobenzo[ 6,7]cyclohepta[1,2-c]pyrazole), CN1N=C2C(=C1C1=CC=NC=C1)CCC1=CC=CC=C12 (2-methyl-3-(4-pyridyl)-4,5-dihydro-2H-naphtho[1,2-c]pyrazole). As a reaction SMILES: [CH3:1][O:2][C:3]1[CH:22]=[CH:21][C:6]2[CH2:7][CH2:8][CH2:9][CH:10]3[CH:14]([C:15]4[CH:20]=[CH:19][N:18]=[CH:17][CH:16]=4)[NH:13][N:12]=[C:11]3[C:5]=2[CH:4]=1.[CH3:23][N:24]1[CH:28]([C:29]2[CH:34]=[CH:33][N:32]=[CH:31][CH:30]=2)[CH:27]2[CH2:35][CH2:36][C:37]3[C:42]([C:26]2=[N:25]1)=[CH:41][CH:40]=[CH:39][CH:38]=3>>[CH3:1][O:2][C:3]1[CH:22]=[CH:21][C:6]2[CH2:7][CH2:8][CH2:9][C:10]3[C:11](=[N:12][NH:13][C:14]=3[C:15]3[CH:20]=[CH:19][N:18]=[CH:17][CH:16]=3)[C:5]=2[CH:4]=1.[CH3:23][N:24]1[C:28]([C:29]2[CH:30]=[CH:31][N:32]=[CH:33][CH:34]=2)=[C:27]2[CH2:35][CH2:36][C:37]3[C:42]([C:26]2=[N:25]1)=[CH:41][CH:40]=[CH:39][CH:38]=3. Procedure: Following the above procedure but using an equivalent amount of 9-methoxy-3-(4-pyridyl)-2,3,3a,4,5,6-hexahydrobenzo[6,7]cyclohepta[1,2-c] pyrazole or 2-methyl-3-(4-pyridyl)-3,3a,4,5-tetrahydro-2H-naphtho[1,2-c] pyrazole in place of the 3-(4-pyridyl)-2,3,3a,4,5,6-hexahydrobenzo[6,7]cyclohepta[ 1,2-c]pyrazole used therein, there is obtained 9-methoxy-3-(4-pyridyl)-2,4,5,6-tetrahydrobenzo[ 6,7]cyclohepta[1,2-c]pyrazole (m.p. 200°-201°C) or 2-methyl-3-(4-pyridyl)-4,5-dihydro-2H-naphtho[1,2-c]pyrazol... Starting materials: C[Si](C)(C)[O-], CCOC(C)=O, COC(=O)c1ccccc1C(=O)c1ccc(OCOCC[Si](C)(C)C)cc1, ClCCl, [K+]. Product: C[Si](C)(C)CCOCOc1ccc(C(=O)c2ccccc2C(=O)O)cc1. Reaction SMILES: [CH3:31][Si:32]([CH3:33])([CH3:34])[O-:35].[CH3:37][CH2:38][O:39][C:40](=[O:41])[CH3:42].[CH3:4][O:5][C:6]([c:7]1[c:8]([C:13]([c:14]2[cH:15][cH:16][c:17]([O:20][CH2:21][O:22][CH2:23][CH2:24][Si:25]([CH3:26])([CH3:27])[CH3:28])[cH:18][cH:19]2)=[O:29])[cH:9][cH:10][cH:11][cH:12]1)=[O:30].[Cl:1][CH2:2][Cl:3].[K+:36]>>[O:5]=[C:6]([c:7]1[c:8]([C:13]([c:14]2[cH:15][cH:16][c:17]([O:20][CH2:21][O:22][CH2:23][CH2:24][Si:25]([CH3:26])([CH3:27])[CH3:28])[cH:18][cH:19]2)=[O:29])[cH:9][cH:10][cH:11][cH:12]1)[OH:30]. The reactants are C1CCC2=C(C1)C(=C3CCCC3=N2)N.O.Cl (ipidacrine hydrochloride hydrate), NC1=C(CCC1)C#N (2-amino-1-cyclopentene-1-carbonitrile), 1-amino-2-cyanocyclopentene-1, C1(CCCCC1)=O (cyclohexanone), polyphosphoric acid. The solvent is C1=CC=CC=C1 (benzene). Yields the product C1CCC=2C(=C(C3=C(N2)CCC3)N)C1 (ipidacrine), Cl (hydrogen chloride). Reaction SMILES: [CH2:1]1[CH2:6][C:5]2[C:7]([NH2:14])=[C:8]3[C:12](=[N:13][C:4]=2[CH2:3][CH2:2]1)[CH2:11][CH2:10][CH2:9]3.O.[ClH:16].NC1CCCC=1C#N.C1(=O)CCCCC1>C1C=CC=CC=1>[CH2:1]1[CH2:6][C:5]2=[C:7]([NH2:14])[C:8]3[CH2:9][CH2:10][CH2:11][C:12]=3[N:13]=[C:4]2[CH2:3][CH2:2]1.[ClH:16] |f:0.1.2|. Procedure details: As a synthetic process for ipidacrine hydrochloride hydrate, 2-amino-1-cyclopentene-1-carbonitrile (or 1-amino-2-cyanocyclopentene-1) and cyclohexanone are first heated under reflux with polyphosphoric acid in dry benzene to obtain ipidacrine (i.e., 9-amino-2,3,5,6,7,8-hexahydro-lH-cyclopenta[b]quinoline) and hydrogen chloride gas is then passed through the ethanol solution of the resultant reaction mixture to yield ipidacrine hydrochloride hydrate (i.e., 9-amino-2,3,5,6,7,8-hexahydro-1H-cyclope...